From a dataset of the Open Reaction Database (ORD), a public repository of structured organic reaction records. describe an organic reaction: reactants, conditions, products, and yield Reactants: [N+](=O)([O-])C1=C2C=CC(=NC2=CC=C1)Cl (5-nitro-2-chloroquinoline), CC1=CC=C(O1)CN (5-methyl-2-furanmethanamine), ClC1=CC=C(C=N1)S(=O)(=O)Cl (6-chloro-pyridine-3-sulfonylchloride). Yields the product CC1=CC=C(O1)CNC1=NC2=CC=CC(=C2C=C1)NS(=O)(=O)C=1C=NC(=CC1)Cl (6-Chloro-pyridine-3-sulfonic acid {2-[(5-methyl-furan-2-ylmethyl)-amino]-quinolin-5-yl}-amide). As a reaction SMILES: [N+:1]([C:4]1[CH:13]=[CH:12][CH:11]=[C:10]2[C:5]=1[CH:6]=[CH:7][C:8](Cl)=[N:9]2)([O-])=O.[CH3:15][C:16]1[O:20][C:19]([CH2:21][NH2:22])=[CH:18][CH:17]=1.[Cl:23][C:24]1[N:29]=[CH:28][C:27]([S:30](Cl)(=[O:32])=[O:31])=[CH:26][CH:25]=1>>[CH3:15][C:16]1[O:20][C:19]([CH2:21][NH:22][C:8]2[CH:7]=[CH:6][C:5]3[C:10](=[CH:11][CH:12]=[CH:13][C:4]=3[NH:1][S:30]([C:27]3[CH:28]=[N:29][C:24]([Cl:23])=[CH:25][CH:26]=3)(=[O:32])=[O:31])[N:9]=2)=[CH:18][CH:17]=1. Procedure details: The title compound, MS: m/e=429.1 (M+H+), was prepared in accordance with the general method of example 58 from 5-nitro-2-chloroquinoline, 5-methyl-2-furanmethanamine and 6-chloro-pyridine-3-sulfonylchloride. The reactants are C(=O)(OC)/C=C/C1=C(C=CC(=C1)OC)C1C(C(C2=CC=C(C=C12)OCCC)C1=CC2=C(C=C1)OCO2)C(=O)OC (methyl(1RS,2SR,3SR)-3-[2-[(E)-2-carbomethoxyethen-1-yl]-4-methoxyphenyl]-1-(3,4-methylenedioxyphenyl)-5-(prop-1-yloxy)indane-2-carboxylate), [OH-].[Na+] (NaOH). The solvent is O1CCOCC1 (dioxane). The product is C(=O)(O)/C=C/C1=C(C=CC(=C1)OC)C1C(C(C2=CC=C(C=C12)OCCC)C1=CC2=C(C=C1)OCO2)C(=O)O ((1RS,2SR 3SR)-3-[2-[(E)-2-Carboxyethen-1-yl]-4-methoxyphenyl]-1-(3,4-methylenedioxyphenyl)-5-(prop-1-yloxy)indane-2-carboxylic acid), solid. Yield: 96.0%. Reaction SMILES: [C:1](/[CH:5]=[CH:6]/[C:7]1[CH:12]=[C:11]([O:13][CH3:14])[CH:10]=[CH:9][C:8]=1[CH:15]1[C:23]2[C:18](=[CH:19][CH:20]=[C:21]([O:24][CH2:25][CH2:26][CH3:27])[CH:22]=2)[CH:17]([C:28]2[CH:33]=[CH:32][C:31]3[O:34][CH2:35][O:36][C:30]=3[CH:29]=2)[CH:16]1[C:37]([O:39]C)=[O:38])([O:3]C)=[O:2].[OH-].[Na+]>O1CCOCC1>[C:1](/[CH:5]=[CH:6]/[C:7]1[CH:12]=[C:11]([O:13][CH3:14])[CH:10]=[CH:9][C:8]=1[CH:15]1[C:23]2[C:18](=[CH:19][CH:20]=[C:21]([O:24][CH2:25][CH2:26][CH3:27])[CH:22]=2)[CH:17]([C:28]2[CH:33]=[CH:32][C:31]3[O:34][CH2:35][O:36][C:30]=3[CH:29]=2)[CH:16]1[C:37]([OH:39])=[O:38])([OH:3])=[O:2] |f:1.2|. Procedure: To a solution of methyl(1RS,2SR,3SR)-3-[2-[(E)-2-carbomethoxyethen-1-yl]-4-methoxyphenyl]-1-(3,4-methylenedioxyphenyl)-5-(prop-1-yloxy)indane-2-carboxylate (80 mg, 0.15 mmol) in dioxane (2 ml) was added 1N NaOH (0.5 ml, 0.5 mmol). The resulting mixture was heated to reflux for 3 h, then cooled and concentrated under reduced pressure. The residue was partitioned between dilute aqueous HCl and ethyl acetate. The ethyl acetate extract was washed with water and dried (MgSO4 anhydrous). The solvent w... The reactants are Cc1ccccc1[Li] (effective_coupling_partner), COc1ccc([C@H](C)N(C)C)cc1 (substrate). Reagents/catalysts: SIMes. Conditions: temperature 70 celsius, time 12 hour. Product: Cc1ccccc1c2ccc([C@H](C)N(C)C)cc2. The reactants are COCCOC=1C=C(C(=O)OC)C=C(C1)OCC1=CC=CC=C1 (3-[2-Methoxyethoxy]-5-[phenylmethoxy]benzoic acid, methyl ester). Reagents/catalysts: [Pd] (palladium on charcoal). Solvent: C(C)(=O)OCC (ethyl acetate). Yields the product OC=1C=C(C(=O)OC)C=C(C1)OCCOC (3-Hydroxy-5-[2-methoxyethoxy]benzoic acid, methyl ester). Reaction SMILES: [CH3:1][O:2][CH2:3][CH2:4][O:5][C:6]1[CH:7]=[C:8]([CH:13]=[C:14]([O:16]CC2C=CC=CC=2)[CH:15]=1)[C:9]([O:11][CH3:12])=[O:10]>C(OCC)(=O)C.[Pd]>[OH:16][C:14]1[CH:13]=[C:8]([CH:7]=[C:6]([O:5][CH2:4][CH2:3][O:2][CH3:1])[CH:15]=1)[C:9]([O:11][CH3:12])=[O:10]. Procedure: The product from step (ii) (2.74 g) was reduced by catalytic hydrogenation at 1 at. for 16 hours in ethyl acetate solution with 10% palladium on charcoal. Yield 1.5 g.